This data is from the Open Reaction Database (ORD), a public repository of structured organic reaction records. The task is: describe an organic reaction: reactants, conditions, products, and yield Reactants: N#N (N2), CN1C(=CC(=C1)B1OC(C(O1)(C)C)(C)C)C(=O)OCC1=CC=CC=C1 (benzyl 1-methyl-4-(4,4,5,5-tetramethyl-1,3,2-dioxaborolan-2-yl)-1H-pyrrole-2-carboxylate), BrC1=CC=C2CC(N(CC2=C1)C1=NC(=NC(=C1)N1CCN(CC1)C)N)C (4-(7-bromo-3-methyl-3,4-dihydroisoquinolin-2(1H)-yl)-6-(4-methylpiperazin-1-yl)pyrimidin-2-amine), C([O-])([O-])=O.[Na+].[Na+] (sodium carbonate). The reagents and catalysts are Cl[Pd](P(C(C)(C)C)(C(C)(C)C)C1=CC=C(C=C1)N(C)C)(P(C1=CC=C(C=C1)N(C)C)(C(C)(C)C)C(C)(C)C)Cl (dichloro(bis{di-tert-butyl[4-(dimethylamino)phenyl]phosphoranyl})palladium). Run in C(C)(=O)OCC (ethyl acetate), O1CCOCC1 (1,4-dioxane), O (water). Run at temperature 90 celsius, time 8 hour. Yields the product NC1=NC(=CC(=N1)N1CC2=CC(=CC=C2CC1C)C=1C=C(N(C1)C)C(=O)OCC1=CC=CC=C1)N1CCN(CC1)C (Benzyl 4-{2-[2-amino-6-(4-methylpiperazin-1-yl)pyrimidin-4-yl]-3-methyl-1,2,3,4-tetrahydroisoquinolin-7-yl}-1-methyl-1H-pyrrole-2-carboxylate). RXN SMILES: [CH3:1][N:2]1[CH:6]=[C:5](B2OC(C)(C)C(C)(C)O2)[CH:4]=[C:3]1[C:16]([O:18][CH2:19][C:20]1[CH:25]=[CH:24][CH:23]=[CH:22][CH:21]=1)=[O:17].Br[C:27]1[CH:36]=[C:35]2[C:30]([CH2:31][CH:32]([CH3:51])[N:33]([C:37]3[CH:42]=[C:41]([N:43]4[CH2:48][CH2:47][N:46]([CH3:49])[CH2:45][CH2:44]4)[N:40]=[C:39]([NH2:50])[N:38]=3)[CH2:34]2)=[CH:29][CH:28]=1.C(=O)([O-])[O-].[Na+].[Na+].N#N>O1CCOCC1.O.C(OCC)(=O)C.Cl[Pd](Cl)(P(C(C)(C)C)(C(C)(C)C)C1C=CC(N(C)C)=CC=1)P(C1C=CC(N(C)C)=CC=1)(C(C)(C)C)C(C)(C)C>[NH2:50][C:39]1[N:38]=[C:37]([N:33]2[CH:32]([CH3:51])[CH2:31][C:30]3[C:35](=[CH:36][C:27]([C:5]4[CH:4]=[C:3]([C:16]([O:18][CH2:19][C:20]5[CH:21]=[CH:22][CH:23]=[CH:24][CH:25]=5)=[O:17])[N:2]([CH3:1])[CH:6]=4)=[CH:28][CH:29]=3)[CH2:34]2)[CH:42]=[C:41]([N:43]2[CH2:48][CH2:47][N:46]([CH3:49])[CH2:45][CH2:44]2)[N:40]=1 |f:2.3.4|. Procedure details: A mixture of benzyl 1-methyl-4-(4,4,5,5-tetramethyl-1,3,2-dioxaborolan-2-yl)-1H-pyrrole-2-carboxylate (78.5 mg, 0.230 mmol), 4-(7-bromo-3-methyl-3,4-dihydroisoquinolin-2(1H)-yl)-6-(4-methylpiperazin-1-yl)pyrimidin-2-amine (0.080 g, 0.19 mmol) (Peak 1, Example 49, Step 7), dichloro(bis{di-tert-butyl[4-(dimethylamino)phenyl]phosphoranyl})palladium (4.07 mg, 0.00575 mmol), and sodium carbonate (0.0406 g, 0.383 mmol) in 1,4-dioxane (0.88 mL) and water (0.1 mL) was vacuumed and refilled with N2 for 3... Reactants: COC=1C=C2C(=CC=NC2=CC1OC)OC1=CC=C(C=C1)N (6,7-Dimethoxy-4-(4-aminophenoxy)quinoline), BrC1=CC=C(C(=O)O)C=C1 (4-bromobenzoic acid), Cl.C(C)N=C=NCCCN(C)C (1-ethyl-3-(3'-dimethylaminopropyl)carbodiimide hydrochloride). The solvent is CN(C=O)C (N,N-dimethylformamide). Conditions: time 17 hour. Yields the product COC=1C=C2C(=CC=NC2=CC1OC)OC1=CC=C(C=C1)NC(=O)C1=CC=C(C=C1)Br (N-{4-[(6,7-Dimethoxy-4-quinolinyl)oxy]phenyl}-(4-bromophenyl)carboxamide). The yield is 51.1%. As a reaction SMILES: [CH3:1][O:2][C:3]1[CH:4]=[C:5]2[C:10](=[CH:11][C:12]=1[O:13][CH3:14])[N:9]=[CH:8][CH:7]=[C:6]2[O:15][C:16]1[CH:21]=[CH:20][C:19]([NH2:22])=[CH:18][CH:17]=1.[Br:23][C:24]1[CH:32]=[CH:31][C:27]([C:28](O)=[O:29])=[CH:26][CH:25]=1.Cl.C(N=C=NCCCN(C)C)C>CN(C)C=O>[CH3:1][O:2][C:3]1[CH:4]=[C:5]2[C:10](=[CH:11][C:12]=1[O:13][CH3:14])[N:9]=[CH:8][CH:7]=[C:6]2[O:15][C:16]1[CH:17]=[CH:18][C:19]([NH:22][C:28]([C:27]2[CH:31]=[CH:32][C:24]([Br:23])=[CH:25][CH:26]=2)=[O:29])=[CH:20][CH:21]=1 |f:2.3|. Reported procedure: 6,7-Dimethoxy-4-(4-aminophenoxy)quinoline (52 mg) and commercially available 4-bromobenzoic acid (78 mg) were dissolved in N,N-dimethylformamide (2 ml), 1-ethyl-3-(3'-dimethylaminopropyl)carbodiimide hydrochloride (102 mg) was added, and the admixture was stirred at room temperature for 17 hours. The reaction mixture was then purified in the same manner as described in Example 51 to obtain 43 mg of the title compound (yield: 52%). The reactants are COC(=O)C(C)c1ccc(NC(N)=S)cc1, O=CCCl, CC(C(=O)O)c1ccc(Nc2nc(C(F)(F)F)cs2)cc1. Product: CC(C(=O)O)c1ccc(Nc2nccs2)cc1. Reaction SMILES: [C:22]([NH:23][c:24]1[cH:25][cH:26][c:27]([CH:28]([CH3:29])[C:30]([O:31][CH3:32])=[O:33])[cH:34][cH:35]1)(=[S:36])[NH2:37].[Cl:38][CH2:39][CH:40]=[O:41].[F:1][C:2]([c:3]1[n:4][c:5]([NH:8][c:9]2[cH:10][cH:11][c:12]([CH:15]([C:16](=[O:17])[OH:18])[CH3:19])[cH:13][cH:14]2)[s:6][cH:7]1)([F:20])[F:21]>>[cH:3]1[n:4][c:5]([NH:8][c:9]2[cH:10][cH:11][c:12]([CH:15]([C:16](=[O:17])[OH:18])[CH3:19])[cH:13][cH:14]2)[s:6][cH:7]1. Reactants: [N+](=O)([O-])C1=C(C=CC(=C1)OC)O (2-nitro-4-methoxyphenol), ice water, C(=O)([O-])[O-].[K+].[K+] (K2CO3), C(C)Br (ethyl bromide). Run in CN(C=O)C (dimethylformamide). Reaction conditions: time 8 hour. Product: C(C)OC1=C(C=C(C=C1)OC)[N+](=O)[O-] (2-Ethoxy-5-methoxynitrobenzene). Reaction SMILES: [N+:1]([C:4]1[CH:9]=[C:8]([O:10][CH3:11])[CH:7]=[CH:6][C:5]=1[OH:12])([O-:3])=[O:2].C([O-])([O-])=O.[K+].[K+].[CH2:19](Br)[CH3:20]>CN(C)C=O>[CH2:19]([O:12][C:5]1[CH:6]=[CH:7][C:8]([O:10][CH3:11])=[CH:9][C:4]=1[N+:1]([O-:3])=[O:2])[CH3:20] |f:1.2.3|. Procedure details: A mixture of 84.5 g. (0.5 m.) of 2-nitro-4-methoxyphenol (part A), 338 g. of K2CO3 and 1200 ml. of dimethylformamide was heated on a steam bath for 60 minutes, then there was added dropwise, 76.7 ml. (108.98 g. 1.0 m.) of ethyl bromide. The mixture was heated and stirred overnight, then poured into 5 liters of ice water. The product was collected by filtration, washed with H2O and air-dried to give 92 g. m.p. 37°-39°C. Reactants: SC1=NC=CC=N1 (2-mercaptopyrimidine), COC1=CC=C(C=C1)C1=CC=C(C=C1)S(=O)(=O)NC(C(=O)OC)CC1CO1 (methyl 2-[(4′-methoxy[1,1′-biphenyl]-4-yl)sulfonyl]amino-4,5-epoxypentanoate), compound 20. Yields the product COC1=CC=C(C=C1)C1=CC=C(C=C1)S(=O)(=O)NC(C(=O)O)CC(CSC1=NC=CC=N1)O (2-[(4′-Methoxy[1,1′-biphenyl]-4-yl)sulfonyl]amino-4-hydroxy-5-[pyrimidin-2-ylthio]-pentanoic acid). Reaction SMILES: [SH:1][C:2]1[N:7]=[CH:6][CH:5]=[CH:4][N:3]=1.[CH3:8][O:9][C:10]1[CH:15]=[CH:14][C:13]([C:16]2[CH:21]=[CH:20][C:19]([S:22]([NH:25][CH:26]([CH2:31][CH:32]3[O:34][CH2:33]3)[C:27]([O:29]C)=[O:28])(=[O:24])=[O:23])=[CH:18][CH:17]=2)=[CH:12][CH:11]=1>>[CH3:8][O:9][C:10]1[CH:11]=[CH:12][C:13]([C:16]2[CH:17]=[CH:18][C:19]([S:22]([NH:25][CH:26]([CH2:31][CH:32]([OH:34])[CH2:33][S:1][C:2]3[N:7]=[CH:6][CH:5]=[CH:4][N:3]=3)[C:27]([OH:29])=[O:28])(=[O:23])=[O:24])=[CH:20][CH:21]=2)=[CH:14][CH:15]=1. Reported procedure: Example 45 is prepared from 2-mercaptopyrimidine and 1d using the procedure described for compound 20.